The task is: describe an organic reaction: reactants, conditions, products, and yield. This data is from the Open Reaction Database (ORD), a public repository of structured organic reaction records. Reactants: C(C1=CC=C(C(=O)O)C=C1)(=O)O (Terephthalic acid), C(C(C)C)C(=O)C (methyl isobutyl ketone), C1CO1 (ethylene oxide). The reagents and catalysts are catalyst. Conditions: temperature 150 celsius, time 1 hour. Yields the product OCCOC(C1=CC=C(C(=O)OCCO)C=C1)=O (bis(2-hydroxyethyl)terephthalate). As a reaction SMILES: [C:1]([OH:12])(=[O:11])[C:2]1[CH:10]=[CH:9][C:5]([C:6]([OH:8])=[O:7])=[CH:4][CH:3]=1.[CH2:13]1[O:15][CH2:14]1.[CH2:16]([C:20](C)=[O:21])C(C)C>>[OH:21][CH2:20][CH2:16][O:7][C:6](=[O:8])[C:5]1[CH:9]=[CH:10][C:2]([C:1]([O:12][CH2:14][CH2:13][OH:15])=[O:11])=[CH:3][CH:4]=1. Reported procedure: Terephthalic acid (0.25 mole), the catalyst of Example II (0.5g), and methyl isobutyl ketone (250 ml) is charged to an autoclave and heated to about 150° C. A slight stoichiometric excess of ethylene oxide is added to the autoclave. A slight exotherm is observed. After about 1 hour, the reaction mixture is removed from the autoclave, cleaned, and filtered. Upon cooling, a good yield of bis(2-hydroxyethyl)terephthalate is obtained in the form of a precipitate.